From a dataset of the Open Reaction Database (ORD), a public repository of structured organic reaction records. describe an organic reaction: reactants, conditions, products, and yield Starting materials: CON=C(c1ccccc1)c1ccc(B2OC(C)(C)C(C)(C)O2)cc1, COCCOC, CN1CCN(C2CCC(n3nc(I)c4c(N)ncnc43)CC2)CC1, [Na+], [Na+], O=C([O-])[O-], O. Product: CON=C(c1ccccc1)c1ccc(-c2nn(C3CCC(N4CCN(C)CC4)CC3)c3ncnc(N)c23)cc1. RXN SMILES: [CH3:1][O:2][N:3]=[C:4]([c:5]1[cH:6][cH:7][c:8]([B:11]2[O:12][C:13]([CH3:14])([CH3:15])[C:16]([CH3:17])([CH3:18])[O:19]2)[cH:9][cH:10]1)[c:20]1[cH:21][cH:22][cH:23][cH:24][cH:25]1.[CH3:56][O:57][CH2:58][CH2:59][O:60][CH3:61].[I:26][c:27]1[n:28][n:29]([CH:37]2[CH2:38][CH2:39][CH:40]([N:43]3[CH2:44][CH2:45][N:46]([CH3:49])[CH2:47][CH2:48]3)[CH2:41][CH2:42]2)[c:30]2[n:31][cH:32][n:33][c:34]([NH2:36])[c:35]12.[Na+:50].[Na+:51].[O-:52][C:53](=[O:54])[O-:55].[OH2:62]>>[CH3:1][O:2][N:3]=[C:4]([c:5]1[cH:6][cH:7][c:8](-[c:27]2[n:28][n:29]([CH:37]3[CH2:38][CH2:39][CH:40]([N:43]4[CH2:44][CH2:45][N:46]([CH3:49])[CH2:47][CH2:48]4)[CH2:41][CH2:42]3)[c:30]3[n:31][cH:32][n:33][c:34]([NH2:36])[c:35]23)[cH:9][cH:10]1)[c:20]1[cH:21][cH:22][cH:23][cH:24][cH:25]1. The reactants are Cl.N1=C(C=CC=C1)N(C(=O)C1=CC2=C(N(C(=N2)CNC2=CC=C(C=C2)C(N)=N)C)C=C1)CCC(=O)OC (1-methyl-2-[N-(4-amidinophenyl)aminomethyl]benzimidazol-5-yl-carboxylic acid-N-(2-pyridyl)-N-(2-methoxycarbonylethyl)amide hydrochloride), ClC(=O)OCCCCCC (n-hexyl chloroformate), C33H39N7O5. The solvent is ClCCl.CO (dichloromethane methanol). Yields the product N1=C(C=CC=C1)N(C(=O)C1=CC2=C(N(C(=N2)CNC2=CC=C(C=C2)C(NC(=O)OCCCCCC)=N)C)C=C1)CCC(=O)OC (1-Methyl-2-[N-[4-(N-n-hexyloxycarbonylamidino)phenyl]aminomethyl]benzimidazol-5-yl-carboxylic acid-N-(2-pyridyl)-N-(2-methoxycarbonylethyl)amide). Isolated yield 51.0%. RXN SMILES: Cl.[N:2]1[CH:7]=[CH:6][CH:5]=[CH:4][C:3]=1[N:8]([CH2:32][CH2:33][C:34]([O:36][CH3:37])=[O:35])[C:9]([C:11]1[CH:31]=[CH:30][C:14]2[N:15]([CH3:29])[C:16]([CH2:18][NH:19][C:20]3[CH:25]=[CH:24][C:23]([C:26](=[NH:28])[NH2:27])=[CH:22][CH:21]=3)=[N:17][C:13]=2[CH:12]=1)=[O:10].Cl[C:39]([O:41][CH2:42][CH2:43][CH2:44][CH2:45][CH2:46][CH3:47])=[O:40]>ClCCl.CO>[N:2]1[CH:7]=[CH:6][CH:5]=[CH:4][C:3]=1[N:8]([CH2:32][CH2:33][C:34]([O:36][CH3:37])=[O:35])[C:9]([C:11]1[CH:31]=[CH:30][C:14]2[N:15]([CH3:29])[C:16]([CH2:18][NH:19][C:20]3[CH:25]=[CH:24][C:23]([C:26](=[NH:27])[NH:28][C:39]([O:41][CH2:42][CH2:43][CH2:44][CH2:45][CH2:46][CH3:47])=[O:40])=[CH:22][CH:21]=3)=[N:17][C:13]=2[CH:12]=1)=[O:10] |f:0.1,3.4|. Procedure details: Prepared analogously to Example 90 from 1-methyl-2-[N-(4-amidinophenyl)aminomethyl]benzimidazol-5-yl-carboxylic acid-N-(2-pyridyl)-N-(2-methoxycarbonylethyl)amide hydrochloride and n-hexyl chloroformate. Yield: 51% of theory, C33H39N7O5 (613.7); Rf value: 0.56 (silica gel; dichloromethane/methanol=9:1); EKA mass spectrum: (M+H)+=614; (M+H+Na)++=318.7; (M+2H)++=307.6. Starting materials: CC(C)N(C(=O)CBr)C(C)C, [H-], Oc1ccc(I)cc1, [Na+], C1CCOC1. Yields the product CC(C)N(C(=O)COc1ccc(I)cc1)C(C)C. RXN SMILES: [CH:11]([CH3:12])([CH3:13])[N:14]([C:15]([CH2:16][Br:17])=[O:18])[CH:19]([CH3:20])[CH3:21].[H-:1].[I:3][c:4]1[cH:5][cH:6][c:7]([OH:10])[cH:8][cH:9]1.[Na+:2].[O:22]1[CH2:23][CH2:24][CH2:25][CH2:26]1>>[I:3][c:4]1[cH:5][cH:6][c:7]([O:10][CH2:16][C:15]([N:14]([CH:11]([CH3:12])[CH3:13])[CH:19]([CH3:20])[CH3:21])=[O:18])[cH:8][cH:9]1. Starting materials: Cl (hydrochloric acid), [BH4-].[Na+] (sodium borohydride), [BH4-].[Na+] (sodium borohydride), [Cl-].[Li+] (lithium chloride), C(C(C)C)OC1=C(C(=O)C=2C=CC(=C(C2)CC(=O)O)OCC(C)C)C=CC(=C1)OCC(C)C (2-[5-(2,4-diisobutoxybenzoyl)-2-isobutoxyphenyl]acetic acid). The solvent is O (water), C(Cl)(Cl)Cl (Chloroform), CO (methanol). Conditions: temperature 55 celsius, time 1 hour. Yields the product C(C(C)C)OC1=C(C=CC(=C1)OCC(C)C)C(C=1C=CC(=C(C1)CC(=O)O)OCC(C)C)O (2-{5-[(2,4-diisobutoxyphenyl)(hydroxy)methyl]-2-isobutoxyphenyl}-acetic acid). Yield: 49.8%. RXN SMILES: [CH2:1]([O:5][C:6]1[CH:28]=[C:27]([O:29][CH2:30][CH:31]([CH3:33])[CH3:32])[CH:26]=[CH:25][C:7]=1[C:8]([C:10]1[CH:11]=[CH:12][C:13]([O:20][CH2:21][CH:22]([CH3:24])[CH3:23])=[C:14]([CH2:16][C:17]([OH:19])=[O:18])[CH:15]=1)=[O:9])[CH:2]([CH3:4])[CH3:3].[BH4-].[Na+].[Cl-].[Li+].Cl>CO.O.C(Cl)(Cl)Cl>[CH2:1]([O:5][C:6]1[CH:28]=[C:27]([O:29][CH2:30][CH:31]([CH3:33])[CH3:32])[CH:26]=[CH:25][C:7]=1[CH:8]([OH:9])[C:10]1[CH:11]=[CH:12][C:13]([O:20][CH2:21][CH:22]([CH3:24])[CH3:23])=[C:14]([CH2:16][C:17]([OH:19])=[O:18])[CH:15]=1)[CH:2]([CH3:4])[CH3:3] |f:1.2,3.4|. Procedure: In 2 ml of methanol is dissolved 100 mg of 2-[5-(2,4-diisobutoxybenzoyl)-2-isobutoxyphenyl]acetic acid. After adding 18 mg of sodium borohydride at 5-10° C., the mixture thus obtained is stirred at 50-60° C. for one hour. Then, 40 mg of sodium borohydride and 40 mg of lithium chloride are further added at ambient temperature, and the mixture thus obtained is stirred at 50-60° C. for two hours. Chloroform and water are added to the reaction mixture, pH is adjusted to 2.0 with 2 mol/L hydrochloric... Reactants: NC1=C(C=C(C(=C1)Cl)[N+](=O)[O-])O (2-amino-4-chloro-5-nitrophenol), C(C1=CC=CC=C1)(=O)Cl (benzoyl chloride). Run in C(C)(=O)OCC (ethyl acetate). The product is C(C1=CC=CC=C1)(=O)NC1=C(C=C(C(=C1)Cl)[N+](=O)[O-])O (2-benzamido-4-chloro-5-nitrophenol). RXN SMILES: [NH2:1][C:2]1[CH:7]=[C:6]([Cl:8])[C:5]([N+:9]([O-:11])=[O:10])=[CH:4][C:3]=1[OH:12].[C:13](Cl)(=[O:20])[C:14]1[CH:19]=[CH:18][CH:17]=[CH:16][CH:15]=1>C(OCC)(=O)C>[C:13]([NH:1][C:2]1[CH:7]=[C:6]([Cl:8])[C:5]([N+:9]([O-:11])=[O:10])=[CH:4][C:3]=1[OH:12])(=[O:20])[C:14]1[CH:19]=[CH:18][CH:17]=[CH:16][CH:15]=1. Procedure details: In 100 ml of ethyl acetate was dissolved 40 g (210×10-3 mole) of 2-amino-4-chloro-5-nitrophenol, and 33 g of benzoyl chloride was added at room temperature and then the mixture was refluxed under heating for 2 hours. After the reaction, a solvent was distilled off under reduced pressure and the residue was recrystallized from hexane to obtain products. Yield: 60 g. The reactants are O=C(n1ccnc1)n1ccnc1, COC(=O)c1cccc(NCCNc2cccc(C(C)C)c2)c1, ClCCCl. The product is COC(=O)c1cccc(N2CCN(c3cccc(C(C)C)c3)C2=O)c1. Reaction SMILES: [C:24](=[O:25])([n:26]1[cH:27][cH:28][n:29][cH:30]1)[n:31]1[cH:32][cH:33][n:34][cH:35]1.[CH3:1][O:2][C:3]([c:4]1[cH:5][c:6]([NH:10][CH2:11][CH2:12][NH:13][c:14]2[cH:15][c:16]([CH:20]([CH3:21])[CH3:22])[cH:17][cH:18][cH:19]2)[cH:7][cH:8][cH:9]1)=[O:23].[Cl:36][CH2:37][CH2:38][Cl:39]>>[CH3:1][O:2][C:3]([c:4]1[cH:5][c:6]([N:10]2[CH2:11][CH2:12][N:13]([c:14]3[cH:15][c:16]([CH:20]([CH3:21])[CH3:22])[cH:17][cH:18][cH:19]3)[C:24]2=[O:25])[cH:7][cH:8][cH:9]1)=[O:23]. Reactants: 90, BrC1=CC=C(C=C1)CC1OC1 (2-(4-bromophenylmethyl)oxirane), O (water). Run in O1CCOCC1 (1,4-dioxane). Product: 25, BrC1=CC=C(C=C1)CC(CO)O (3-(4-bromophenyl)-1,2-propanediol). Reaction SMILES: [Br:1][C:2]1[CH:7]=[CH:6][C:5]([CH2:8][CH:9]2[CH2:11][O:10]2)=[CH:4][CH:3]=1.[OH2:12]>O1CCOCC1>[Br:1][C:2]1[CH:3]=[CH:4][C:5]([CH2:8][CH:9]([OH:12])[CH2:11][OH:10])=[CH:6][CH:7]=1. Procedure details: A mixture of 90 parts of 2-(4-bromophenylmethyl)oxirane, 8 parts of ethanedoic acid, 100 parts of water and 300 parts of 1,4-dioxane is stirred and refluxed overnight. The reaction mixture is evaporated. The residue is dissolved in trichloromethane. The solution is washed with 110 parts of a sodium hydroxide solution 10%, dried, filtered and evaporated. The residue is distilled (bp. 165° C. at 0.6 mm. pressure). The distillate is crystallized from 2,2'-oxybispropane. The product is filtered off ...